From a dataset of the Open Reaction Database (ORD), a public repository of structured organic reaction records. describe an organic reaction: reactants, conditions, products, and yield The reactants are C1COCCN1, Nc1c2c(nc3ccccc13)CCCC2, Cc1ccccc1C=O, Cc1ccccc1. Product: Cc1ccccc1C=Nc1c2c(nc3ccccc13)CCCC2. As a reaction SMILES: [CH2:16]1[NH:17][CH2:18][CH2:19][O:20][CH2:21]1.[CH2:1]1[CH2:2][CH2:3][CH2:4][c:5]2[n:6][c:7]3[cH:8][cH:9][cH:10][cH:11][c:12]3[c:13]([NH2:15])[c:14]21.[CH3:22][c:23]1[cH:24][cH:25][cH:26][cH:27][c:28]1[CH:29]=[O:30].[CH3:31][c:32]1[cH:33][cH:34][cH:35][cH:36][cH:37]1>>[CH2:1]1[CH2:2][CH2:3][CH2:4][c:5]2[n:6][c:7]3[cH:8][cH:9][cH:10][cH:11][c:12]3[c:13]([N:15]=[CH:29][c:28]3[c:23]([CH3:22])[cH:24][cH:25][cH:26][cH:27]3)[c:14]21. The reactants are O=C([O-])[O-], Cc1[nH]c2ccc(O)cc2c1C, COc1cc2c(Cl)ncnc2cc1OCCCN1CCCC1, [K+], [K+], CN(C)C=O. The product is COc1cc2c(Oc3ccc4[nH]c(C)c(C)c4c3)ncnc2cc1OCCCN1CCCC1. Reaction SMILES: [C:35](=[O:36])([O-:37])[O-:38].[CH3:23][c:24]1[nH:25][c:26]2[cH:27][cH:28][c:29]([OH:34])[cH:30][c:31]2[c:32]1[CH3:33].[Cl:1][c:2]1[n:3][cH:4][n:5][c:6]2[cH:7][c:8]([O:14][CH2:15][CH2:16][CH2:17][N:18]3[CH2:19][CH2:20][CH2:21][CH2:22]3)[c:9]([O:12][CH3:13])[cH:10][c:11]12.[K+:39].[K+:40].[O:41]=[CH:42][N:43]([CH3:44])[CH3:45]>>[c:2]1([O:34][c:29]2[cH:28][cH:27][c:26]3[nH:25][c:24]([CH3:23])[c:32]([CH3:33])[c:31]3[cH:30]2)[n:3][cH:4][n:5][c:6]2[cH:7][c:8]([O:14][CH2:15][CH2:16][CH2:17][N:18]3[CH2:19][CH2:20][CH2:21][CH2:22]3)[c:9]([O:12][CH3:13])[cH:10][c:11]12. Starting materials: ClC(=O)OC (Methyl chloroformate), NC1=CC=C(OCCN2C=NC=C2)C=C1 (1-[2-(4-aminophenoxy)ethyl]imidazole). Run in C(Cl)(Cl)Cl (chloroform). Run at time 2 hour. The product is COC(=O)NC1=CC=C(OCCN2C=NC=C2)C=C1 (1-[2-(4-methoxycarbonylaminophenoxy)ethyl]imidazole). The yield is 87.9%. As a reaction SMILES: Cl[C:2]([O:4][CH3:5])=[O:3].[NH2:6][C:7]1[CH:20]=[CH:19][C:10]([O:11][CH2:12][CH2:13][N:14]2[CH:18]=[CH:17][N:16]=[CH:15]2)=[CH:9][CH:8]=1>C(Cl)(Cl)Cl>[CH3:5][O:4][C:2]([NH:6][C:7]1[CH:8]=[CH:9][C:10]([O:11][CH2:12][CH2:13][N:14]2[CH:18]=[CH:17][N:16]=[CH:15]2)=[CH:19][CH:20]=1)=[O:3]. Procedure details: Methyl chloroformate (0.5 g) was added to a stirred solution of 1-[2-(4-aminophenoxy)ethyl]imidazole (1.0 g) in chloroform (50 ml) and the mixture was stirred at room temperature for 2 hours and then evaporated. The residue was dissolved in water and made basic by the addition of sodium bicarbonate. The resulting precipitate was filtered off, washed with water and crystallised from methanol/water to give 1-[2-(4-methoxycarbonylaminophenoxy)ethyl]imidazole (1.13 g), m.p. 152°-153° C., Found: C, 5...